This data is from the Open Reaction Database (ORD), a public repository of structured organic reaction records. The task is: describe an organic reaction: reactants, conditions, products, and yield Reactants: CSC=1SC(=C2CCC3=C(N=C(S3)C3=CC=CC=C3)C21)C(=O)O (4,5-Dihydro-8-methylthio-2-phenylthieno[3,4-e]benzothiazole-6-carboxylic acid), C(C(=O)Cl)(=O)Cl (oxalyl chloride), CN(C=O)C (N,N-dimethylformamide). Solvent: O1CCCC1 (tetrahydrofuran). Conditions: time 2 hour. Product: C(C)NC(=O)C=1SC(=C2C1CCC1=C2N=C(S1)C1=CC=CC=C1)SC (N-ethyl-4,5-dihydro-8-methylthio-2-phenylthieno[3,4-e]benzothiazole-6-carboxamide). The yield is 76.0%. Reaction SMILES: [CH3:1][S:2][C:3]1[S:4][C:5]([C:21](O)=[O:22])=[C:6]2[C:20]=1[C:10]1[N:11]=[C:12]([C:14]3[CH:19]=[CH:18][CH:17]=[CH:16][CH:15]=3)[S:13][C:9]=1[CH2:8][CH2:7]2.[C:24](Cl)(=O)[C:25](Cl)=O.C[N:31](C)C=O>O1CCCC1>[CH2:24]([NH:31][C:21]([C:5]1[S:4][C:3]([S:2][CH3:1])=[C:20]2[C:10]3[N:11]=[C:12]([C:14]4[CH:19]=[CH:18][CH:17]=[CH:16][CH:15]=4)[S:13][C:9]=3[CH2:8][CH2:7][C:6]=12)=[O:22])[CH3:25]. Reported procedure: 4,5-Dihydro-8-methylthio-2-phenylthieno[3,4-e]benzothiazole-6-carboxylic acid (0.43 g) was suspended in tetrahydrofuran (15 ml); oxalyl chloride (0.23 g) and then N,N-dimethylformamide (6 μl) were added. After this mixture was stirred at room temperature for 2 hours, it was concentrated under reduced pressure. The residue was suspended in tetrahydrofuran (5 ml) and cooled with ice; a 70% aqueous solution of ethylamine (4.0 ml) was added. After the reaction mixture was stirred at room temperature... The reactants are C1=C(C=CC=C1O)C (m-cresol), BrCC(=O)C1=CC=CC=C1 (alpha-bromoacetophenone), C([O-])([O-])=O.[K+].[K+] (potassium carbonate), O (water). The solvent is C1=CC=CC=C1 (benzene). Yields the product CC=1C=C(OCC(=O)C2=CC=CC=C2)C=CC1 (alpha-(3-methylphenoxy)acetophenone). RXN SMILES: [CH:1]1[C:6]([OH:7])=[CH:5][CH:4]=[CH:3][C:2]=1[CH3:8].Br[CH2:10][C:11]([C:13]1[CH:18]=[CH:17][CH:16]=[CH:15][CH:14]=1)=[O:12].C(=O)([O-])[O-].[K+].[K+].O>C1C=CC=CC=1>[CH3:8][C:2]1[CH:1]=[C:6]([CH:5]=[CH:4][CH:3]=1)[O:7][CH2:10][C:11]([C:13]1[CH:18]=[CH:17][CH:16]=[CH:15][CH:14]=1)=[O:12] |f:2.3.4|. Reported procedure: Using an alternative condensation, equimolar amounts of m-cresol and alpha-bromoacetophenone are refluxed in benzene in the presence of potassium carbonate with azeotropic removal of water to provide alpha-(3-methylphenoxy)acetophenone. The product is Cc1cc(C)cc(-c2[nH]c3ccc(-c4nccs4)cc3c2CCNCCCCc2ccc(O)cc2)c1. RXN SMILES: [BH3:43].[CH3:1][c:2]1[cH:3][c:4](-[c:9]2[nH:10][c:11]3[cH:12][cH:13][c:14](-[c:33]4[s:34][cH:35][cH:36][n:37]4)[cH:15][c:16]3[c:17]2[CH2:18][CH2:19][NH:20][C:21]([CH2:22][CH2:23][CH2:24][c:25]2[cH:26][cH:27][c:28]([OH:31])[cH:29][cH:30]2)=[O:32])[cH:5][c:6]([CH3:8])[cH:7]1.[CH3:44][N:45]([CH2:46][CH2:47][OH:48])[CH3:49].[O:38]1[CH2:39][CH2:40][CH2:41][CH2:42]1.[O:50]1[CH2:51][CH2:52][CH2:53][CH2:54]1>>[CH3:1][c:2]1[cH:3][c:4](-[c:9]2[nH:10][c:11]3[cH:12][cH:13][c:14](-[c:33]4[s:34][cH:35][cH:36][n:37]4)[cH:15][c:16]3[c:17]2[CH2:18][CH2:19][NH:20][CH2:21][CH2:22][CH2:23][CH2:24][c:25]2[cH:26][cH:27][c:28]([OH:31])[cH:29][cH:30]2)[cH:5][c:6]([CH3:8])[cH:7]1. Starting materials: B, Cc1cc(C)cc(-c2[nH]c3ccc(-c4nccs4)cc3c2CCNC(=O)CCCc2ccc(O)cc2)c1, CN(C)CCO, C1CCOC1, C1CCOC1. The yield is 100.2%. Reported procedure: Treat a solution of 4′-{3-[4-(tert-butyl-diphenyl-silanyloxy)-cyclohexyl]-2-oxo-pyrrolidin-1-ylmethyl}-3′,5′-dichloro-biphenyl-4-carboxylic acid methyl ester (0.56 g) in THF (5 mL ) and methanol (1 mL) with 2N LiOH (5 mL) and stir at 50° C. for 2 hours. Cool the reaction, dilute with ethyl acetate (25 mL), and wash with 1 N HCl (10 mL). Dry the organic layer (Na2SO4) and remove the solvent in vacuo to afford 0.55 g (99%) of the title compound. MS (m/z): 700 (M+). Solvent: C1CCOC1 (THF), CO (methanol), C(C)(=O)OCC (ethyl acetate). Reaction conditions: temperature 50 celsius, time 2 hour. The product is C(C)(C)(C)[Si](OC1CCC(CC1)C1C(N(CC1)CC1=C(C=C(C=C1Cl)C1=CC=C(C=C1)C(=O)O)Cl)=O)(C1=CC=CC=C1)C1=CC=CC=C1 (4′-{3-[4-(tert-Butyl-diphenyl-silanyloxy)-cyclohexyl]-2-oxo-pyrrolidin-1-ylmethyl}-3′,5′-dichloro-biphenyl-4-carboxylic acid). Reaction SMILES: C[O:2][C:3]([C:5]1[CH:10]=[CH:9][C:8]([C:11]2[CH:16]=[C:15]([Cl:17])[C:14]([CH2:18][N:19]3[CH2:23][CH2:22][CH:21]([CH:24]4[CH2:29][CH2:28][CH:27]([O:30][Si:31]([C:44]([CH3:47])([CH3:46])[CH3:45])([C:38]5[CH:43]=[CH:42][CH:41]=[CH:40][CH:39]=5)[C:32]5[CH:37]=[CH:36][CH:35]=[CH:34][CH:33]=5)[CH2:26][CH2:25]4)[C:20]3=[O:48])=[C:13]([Cl:49])[CH:12]=2)=[CH:7][CH:6]=1)=[O:4].[Li+].[OH-]>C1COCC1.CO.C(OCC)(=O)C>[C:44]([Si:31]([C:32]1[CH:37]=[CH:36][CH:35]=[CH:34][CH:33]=1)([C:38]1[CH:43]=[CH:42][CH:41]=[CH:40][CH:39]=1)[O:30][CH:27]1[CH2:28][CH2:29][CH:24]([CH:21]2[CH2:22][CH2:23][N:19]([CH2:18][C:14]3[C:15]([Cl:17])=[CH:16][C:11]([C:8]4[CH:7]=[CH:6][C:5]([C:3]([OH:4])=[O:2])=[CH:10][CH:9]=4)=[CH:12][C:13]=3[Cl:49])[C:20]2=[O:48])[CH2:25][CH2:26]1)([CH3:47])([CH3:45])[CH3:46] |f:1.2|. The reactants are COC(=O)C1=CC=C(C=C1)C1=CC(=C(C(=C1)Cl)CN1C(C(CC1)C1CCC(CC1)O[Si](C1=CC=CC=C1)(C1=CC=CC=C1)C(C)(C)C)=O)Cl (4′-{3-[4-(tert-butyl-diphenyl-silanyloxy)-cyclohexyl]-2-oxo-pyrrolidin-1-ylmethyl}-3′,5′-dichloro-biphenyl-4-carboxylic acid methyl ester), [Li+].[OH-] (LiOH). Reactants: Fc1c(CBr)ccc(Cl)c1Oc1ccccc1, CO, ClCCl, N. The product is NCc1ccc(Cl)c(Oc2ccccc2)c1F. As a reaction SMILES: [Br:1][CH2:2][c:3]1[c:4]([F:17])[c:5]([O:10][c:11]2[cH:12][cH:13][cH:14][cH:15][cH:16]2)[c:6]([Cl:9])[cH:7][cH:8]1.[CH3:19][OH:20].[Cl:21][CH2:22][Cl:23].[NH3:18]>>[CH2:2]([c:3]1[c:4]([F:17])[c:5]([O:10][c:11]2[cH:12][cH:13][cH:14][cH:15][cH:16]2)[c:6]([Cl:9])[cH:7][cH:8]1)[NH2:18]. Reactants: ClC1=C(C(=C(CNC(C(C)(C)C)=O)C=C1)F)N1N=C(NC1=O)C1=CC=C(C=C1)I (N-(4-chloro-2-fluoro-3-(4,5-dihydro-3-(4-iodophenyl)-5-oxo-1,2,4-triazol-1-yl)benzyl)pivalamide), CC(C#C)(C)C (3,3-dimethylbut-1-yne), CCCC[N+](CCCC)(CCCC)CCCC.[F-] (TBAF). The reagents and catalysts are Cl[Pd]([P](C1=CC=CC=C1)(C2=CC=CC=C2)C3=CC=CC=C3)([P](C4=CC=CC=C4)(C5=CC=CC=C5)C6=CC=CC=C6)Cl (bis(triphenylphosphine)palladium(II) chloride). The solvent is CS(=O)C (DMSO). Run at temperature 80 celsius, time 5.5 hour. Yields the product ClC1=C(C(=C(CNC(C(C)(C)C)=O)C=C1)F)N1N=C(NC1=O)C1=CC=C(C=C1)C#CC(C)(C)C (N-(4-Chloro-2-fluoro-3-(4,5-dihydro-3-(4-(3,3-dimethylbut-1-ynyl)phenyl)-5-oxo-1,2,4-triazol-1-yl)benzyl)pivalamide). The yield is 48.5%. As a reaction SMILES: [Cl:1][C:2]1[CH:15]=[CH:14][C:5]([CH2:6][NH:7][C:8](=[O:13])[C:9]([CH3:12])([CH3:11])[CH3:10])=[C:4]([F:16])[C:3]=1[N:17]1[C:21](=[O:22])[NH:20][C:19]([C:23]2[CH:28]=[CH:27][C:26](I)=[CH:25][CH:24]=2)=[N:18]1.[CH3:30][C:31]([CH3:35])([CH3:34])[C:32]#[CH:33].CCCC[N+](CCCC)(CCCC)CCCC.[F-]>CS(C)=O.Cl[Pd](Cl)([P](C1C=CC=CC=1)(C1C=CC=CC=1)C1C=CC=CC=1)[P](C1C=CC=CC=1)(C1C=CC=CC=1)C1C=CC=CC=1>[Cl:1][C:2]1[CH:15]=[CH:14][C:5]([CH2:6][NH:7][C:8](=[O:13])[C:9]([CH3:12])([CH3:11])[CH3:10])=[C:4]([F:16])[C:3]=1[N:17]1[C:21](=[O:22])[NH:20][C:19]([C:23]2[CH:28]=[CH:27][C:26]([C:33]#[C:32][C:31]([CH3:35])([CH3:34])[CH3:30])=[CH:25][CH:24]=2)=[N:18]1 |f:2.3,^1:60,79|. Reported procedure: To a solution of N-(4-chloro-2-fluoro-3-(4,5-dihydro-3-(4-iodophenyl)-5-oxo-1,2,4-triazol-1-yl)benzyl)pivalamide (Intermediate-68, 0.050 g, 0.094 mmol) in DMSO (3.0 mL), 3,3-dimethylbut-1-yne (0.011 g, 0.142 mmol), TBAF (0.074 g, 0.283 mmol) and bis(triphenylphosphine)palladium(II) chloride (0.020 g, 0.022 mmol) were added and the reaction mass was stirred at 80° C. for 5-6 h. After completion of the reaction, the reaction mass was quenched with water and extracted with DCM and concentrated. The...